Dataset: the Open Reaction Database (ORD), a public repository of structured organic reaction records. Task: describe an organic reaction: reactants, conditions, products, and yield Starting materials: CN1C(NCCC1)=O (1-methyltetrahydropyrimidin-2(1H)-one), [Cl-].[Na+] (sodium chloride), CC(C)([O-])C.[K+] (potassium tert-butoxide), FC1=C(C=C(C=C1)[N+](=O)[O-])OC (1-fluoro-2-methoxy-4-nitrobenzene). The solvent is CN(C)C=O (DMF), O (water). Conditions: time 30 minute. Product: COC1=C(C=CC(=C1)[N+](=O)[O-])N1C(N(CCC1)C)=O (1-(2-Methoxy-4-nitrophenyl)-3-methyltetrahydropyrimidin-2(1H)-one). As a reaction SMILES: [CH3:1][N:2]1[CH2:7][CH2:6][CH2:5][NH:4][C:3]1=[O:8].CC(C)([O-])C.[K+].F[C:16]1[CH:21]=[CH:20][C:19]([N+:22]([O-:24])=[O:23])=[CH:18][C:17]=1[O:25][CH3:26].[Cl-].[Na+]>CN(C=O)C.O>[CH3:26][O:25][C:17]1[CH:18]=[C:19]([N+:22]([O-:24])=[O:23])[CH:20]=[CH:21][C:16]=1[N:4]1[CH2:5][CH2:6][CH2:7][N:2]([CH3:1])[C:3]1=[O:8] |f:1.2,4.5|. Procedure: 450 mg (3.94 mmol) of 1-methyltetrahydropyrimidin-2(1H)-one in 15 ml of DMF are admixed at 0° C. with 663 mg (5.91 mmol) of potassium tert-butoxide, and the mixture is stirred at room temperature for 30 min. 742 mg (4.33 mmol) of 1-fluoro-2-methoxy-4-nitrobenzene are added and the mixture is stirred at RT. After 2 h, the mixture is admixed with 150 ml of water and 8 ml of saturated aqueous sodium chloride solution, and extracted three times with 30 ml each time of ethyl acetate. The combined org... Starting materials: CC(Cn1ncc2ccc3c(c21)C=CCO3)O[Si](C)(C)C(C)(C)C, O=C([O-])O, C1CCOC1, CCCC[N+](CCCC)(CCCC)CCCC, [F-], [Na+]. The product is CC(O)Cn1ncc2ccc3c(c21)C=CCO3. RXN SMILES: [C:1]([Si:2]([CH3:3])([CH3:4])[O:6][CH:7]([CH2:8][n:9]1[n:10][cH:11][c:12]2[cH:13][cH:14][c:15]3[c:16]([c:17]12)[CH:18]=[CH:19][CH2:20][O:21]3)[CH3:22])([CH3:5])([CH3:23])[CH3:24].[C:43](=[O:44])([OH:45])[O-:46].[CH2:48]1[O:49][CH2:50][CH2:51][CH2:52]1.[CH3:26][CH2:27][CH2:28][CH2:29][N+:30]([CH2:31][CH2:32][CH2:33][CH3:34])([CH2:35][CH2:36][CH2:37][CH3:38])[CH2:39][CH2:40][CH2:41][CH3:42].[F-:25].[Na+:47]>>[OH:6][CH:7]([CH2:8][n:9]1[n:10][cH:11][c:12]2[cH:13][cH:14][c:15]3[c:16]([c:17]12)[CH:18]=[CH:19][CH2:20][O:21]3)[CH3:22]. RXN SMILES: Br[C:2]1[CH:3]=[C:4]([CH:8]=[CH:9][C:10]([O:12][CH2:13][CH3:14])=[O:11])[CH:5]=[CH:6][CH:7]=1.[C:15]1(B(O)O)[CH:20]=[CH:19][CH:18]=[CH:17][CH:16]=1.C(=O)([O-])[O-].[Na+].[Na+]>C1(C)C=CC=CC=1>[C:15]1([C:2]2[CH:3]=[C:4]([CH:8]=[CH:9][C:10]([O:12][CH2:13][CH3:14])=[O:11])[CH:5]=[CH:6][CH:7]=2)[CH:20]=[CH:19][CH:18]=[CH:17][CH:16]=1 |f:2.3.4|. The reactants are BrC=1C=C(C=CC1)C=CC(=O)OCC (ethyl 3-(3-bromophenyl)-2-propenoate), C1(=CC=CC=C1)B(O)O (phenylboronic acid), tetrakis-(triphenylphosphine)palladium(0), solution, C([O-])([O-])=O.[Na+].[Na+] (sodium carbonate). Solvent: C1(=CC=CC=C1)C (toluene). Yield: 110.6%. Procedure: A stirred mixture of 11.0 grams (0.043 mole) of ethyl 3-(3-bromophenyl)-2-propenoate, 5.8 grams (0.047 mole) of phenylboronic acid, 0.25 gram (catalyst) of tetrakis-(triphenylphosphine)palladium(0), and 54.0 mL (0.110 mole) of a 2M solution of aqueous sodium carbonate in 100 mL of toluene was heated at reflux during a two hour period. After this time the reaction mixture was cooled, and the aqueous layer was separated. The toluene layer was washed with two 100 mL portions of water and then with ... Yields the product C1(=CC=CC=C1)C=1C=C(C=CC1)C=CC(=O)OCC (ethyl 3-(3-phenylphenyl)-2-propenoate). The reactants are CS(C)=O, CCN(C(C)C)C(C)C, Fc1ccc(-c2csc(N3CCNCC3)n2)cc1, O, O=C(Nc1cccnc1)OCC(Cl)(Cl)Cl. Yields the product O=C(Nc1cccnc1)N1CCN(c2nc(-c3ccc(F)cc3)cs2)CC1. Reaction SMILES: [CH3:44][S:45]([CH3:46])=[O:47].[CH:34]([N:35]([CH:36]([CH3:37])[CH3:38])[CH2:39][CH3:40])([CH3:41])[CH3:42].[F:16][c:17]1[cH:18][cH:19][c:20](-[c:23]2[n:24][c:25]([N:28]3[CH2:29][CH2:30][NH:31][CH2:32][CH2:33]3)[s:26][cH:27]2)[cH:21][cH:22]1.[OH2:43].[n:1]1[cH:2][c:3]([NH:7][C:8]([O:9][CH2:10][C:11]([Cl:12])([Cl:13])[Cl:14])=[O:15])[cH:4][cH:5][cH:6]1>>[n:1]1[cH:2][c:3]([NH:7][C:8](=[O:15])[N:31]2[CH2:30][CH2:29][N:28]([c:25]3[n:24][c:23](-[c:20]4[cH:19][cH:18][c:17]([F:16])[cH:22][cH:21]4)[cH:27][s:26]3)[CH2:33][CH2:32]2)[cH:4][cH:5][cH:6]1. Reactants: CCOP(=O)(C#N)OCC, CN(C)C=O, CC(C)n1nc(C(=O)O)c2ccccc21, CCN(C(C)C)C(C)C, COC(=O)C1CC(N)CN1C(=O)OC(C)(C)C. Product: COC(=O)C1CC(NC(=O)c2nn(C(C)C)c3ccccc23)CN1C(=O)OC(C)(C)C. As a reaction SMILES: [C:33]([P:34](=[O:35])([O:36][CH2:37][CH3:38])[O:39][CH2:40][CH3:41])#[N:42].[CH3:52][N:53]([CH3:54])[CH:55]=[O:56].[CH:1]([CH3:2])([CH3:3])[n:4]1[n:5][c:6]([C:13](=[O:14])[OH:15])[c:7]2[cH:8][cH:9][cH:10][cH:11][c:12]12.[CH:43]([N:44]([CH2:45][CH3:46])[CH:47]([CH3:48])[CH3:49])([CH3:50])[CH3:51].[NH2:16][CH:17]1[CH2:18][CH:19]([C:29](=[O:30])[O:31][CH3:32])[N:20]([C:22](=[O:23])[O:24][C:25]([CH3:26])([CH3:27])[CH3:28])[CH2:21]1>>[CH:1]([CH3:2])([CH3:3])[n:4]1[n:5][c:6]([C:13](=[O:15])[NH:16][CH:17]2[CH2:18][CH:19]([C:29](=[O:30])[O:31][CH3:32])[N:20]([C:22](=[O:23])[O:24][C:25]([CH3:26])([CH3:27])[CH3:28])[CH2:21]2)[c:7]2[cH:8][cH:9][cH:10][cH:11][c:12]12. Reactants: FC(C1=CC=C(OC2=CC=C(C=C2)O)C=C1)(F)F (4-(4-trifluoromethyl-phenoxy)-phenol), C(C)N(C(=O)Cl)C1=CC=CC=C1 (N-ethyl-N-phenylcarbamoyl chloride), crude product. Solvent: C(C)(=O)OCC.CCCCCCC (ethyl acetate heptane). Product: FC(C1=CC=C(OC2=CC=C(C=C2)OC(N(C2=CC=CC=C2)CC)=O)C=C1)(F)F (Ethyl-phenyl-carbamic acid 4-(4-trifluoromethyl-phenoxy)-phenyl ester). RXN SMILES: [F:1][C:2]([F:18])([F:17])[C:3]1[CH:16]=[CH:15][C:6]([O:7][C:8]2[CH:13]=[CH:12][C:11]([OH:14])=[CH:10][CH:9]=2)=[CH:5][CH:4]=1.[CH2:19]([N:21]([C:25]1[CH:30]=[CH:29][CH:28]=[CH:27][CH:26]=1)[C:22](Cl)=[O:23])[CH3:20]>C(OCC)(=O)C.CCCCCCC>[F:1][C:2]([F:17])([F:18])[C:3]1[CH:16]=[CH:15][C:6]([O:7][C:8]2[CH:9]=[CH:10][C:11]([O:14][C:22](=[O:23])[N:21]([CH2:19][CH3:20])[C:25]3[CH:30]=[CH:29][CH:28]=[CH:27][CH:26]=3)=[CH:12][CH:13]=2)=[CH:5][CH:4]=1 |f:2.3|. Procedure details: The title compound was prepared from 4-(4-trifluoromethyl-phenoxy)-phenol and N-ethyl-N-phenylcarbamoyl chloride. The crude product was subjected to flash chromatography (ethyl acetate/heptane, 1:5) (77%, white crystals. HPLC-MS m/z=402.1 (M+1), Rt: 5.6 min. The reactants are Cc1cccc(C(=CC(C)C)c2cc3cccnc3[nH]2)c1, CO, C1CCOC1. Product: Cc1cccc(C(CC(C)C)c2cc3cccnc3[nH]2)c1. RXN SMILES: [CH3:1][CH:2]([CH:3]=[C:4]([c:5]1[cH:6][c:7]([CH3:11])[cH:8][cH:9][cH:10]1)[c:12]1[cH:13][c:14]2[c:15]([n:16][cH:17][cH:18][cH:19]2)[nH:20]1)[CH3:21].[CH3:27][OH:28].[O:22]1[CH2:23][CH2:24][CH2:25][CH2:26]1>>[CH3:1][CH:2]([CH2:3][CH:4]([c:5]1[cH:6][c:7]([CH3:11])[cH:8][cH:9][cH:10]1)[c:12]1[cH:13][c:14]2[c:15]([n:16][cH:17][cH:18][cH:19]2)[nH:20]1)[CH3:21]. Procedure details: Into a solution of 1,3,5-tribromobenzene (9.0 g, 28.6 mmol) in diethyl ether (200 mL) was added n-butyllithium solution in hexane (2.5 M, 12 mL, 30.6 mmol) dropwise at −78° C. The reaction was stirred at this temperature for 30 minutes before a solution of chlorotriphenylsilane (9.27 g, 31.4 mmol) in diethyl ether (90 mL) was added dropwise. The reaction mixture was stirred at −78° C. for 1 hour, and then allowed to warm to room temperature and continue to stir overnight, and finally refluxed fo... Conditions: temperature -78 celsius, time 1 hour. Solvent: C(C)OCC (diethyl ether), C(C)OCC (diethyl ether). The reactants are Cl[Si](C1=CC=CC=C1)(C1=CC=CC=C1)C1=CC=CC=C1 (chlorotriphenylsilane), BrC1=CC(=CC(=C1)Br)Br (1,3,5-tribromobenzene), C(CCC)[Li] (n-butyllithium), CCCCCC (hexane). Product: BrC=1C=C(C=C(C1)Br)[Si](C1=CC=CC=C1)(C1=CC=CC=C1)C1=CC=CC=C1 ((3,5-dibromophenyl)triphenylsilane). Reaction SMILES: Br[C:2]1[CH:7]=[C:6]([Br:8])[CH:5]=[C:4]([Br:9])[CH:3]=1.C([Li])CCC.CCCCCC.Cl[Si:22]([C:35]1[CH:40]=[CH:39][CH:38]=[CH:37][CH:36]=1)([C:29]1[CH:34]=[CH:33][CH:32]=[CH:31][CH:30]=1)[C:23]1[CH:28]=[CH:27][CH:26]=[CH:25][CH:24]=1>C(OCC)C>[Br:9][C:4]1[CH:3]=[C:2]([Si:22]([C:29]2[CH:30]=[CH:31][CH:32]=[CH:33][CH:34]=2)([C:35]2[CH:40]=[CH:39][CH:38]=[CH:37][CH:36]=2)[C:23]2[CH:24]=[CH:25][CH:26]=[CH:27][CH:28]=2)[CH:7]=[C:6]([Br:8])[CH:5]=1. The yield is 28.3%. The reactants are N#Cc1ccc(CNCCCN)cn1, CCO, CSC(=C[N+](=O)[O-])SC. Yields the product N#Cc1ccc(CN2CCCNC2=C[N+](=O)[O-])cn1. As a reaction SMILES: [C:1](#[N:2])[c:3]1[n:4][cH:5][c:6]([CH2:9][NH:10][CH2:11][CH2:12][CH2:13][NH2:14])[cH:7][cH:8]1.[CH3:24][CH2:25][OH:26].[N+:15](=[O:16])([O-:17])[CH:18]=[C:19]([S:20][CH3:21])[S:22][CH3:23]>>[C:1](#[N:2])[c:3]1[n:4][cH:5][c:6]([CH2:9][N:10]2[CH2:11][CH2:12][CH2:13][NH:14][C:19]2=[CH:18][N+:15](=[O:16])[O-:17])[cH:7][cH:8]1. Starting materials: CNC(=O)C=1C=C(C(=O)OC)C=C(C1)[N+](=O)[O-] (methyl 3-[(methylamino)carbonyl]-5-nitrobenzoate), CNC(=O)C=1C=C(C(=O)OC)C=C(C1)[N+](=O)[O-] (methyl 3-[(methylamino)carbonyl]-5-nitrobenzoate), C(=O)[O-].[NH4+] (ammonium formiate). Reagents/catalysts: [Pd] (Pd/C). The solvent is C(C)O (ethanol). Run at temperature 40 celsius. Yields the product NC=1C=C(C(=O)OC)C=C(C1)C(=O)NC (Methyl 3-amino-5-[(methylamino)carbonyl]benzoate). Yield: 48.1%. RXN SMILES: [CH3:1][NH:2][C:3]([C:5]1[CH:6]=[C:7]([CH:12]=[C:13]([N+:15]([O-])=O)[CH:14]=1)[C:8]([O:10][CH3:11])=[O:9])=[O:4].C([O-])=O.[NH4+]>C(O)C.[Pd]>[NH2:15][C:13]1[CH:12]=[C:7]([CH:6]=[C:5]([C:3]([NH:2][CH3:1])=[O:4])[CH:14]=1)[C:8]([O:10][CH3:11])=[O:9] |f:1.2|. Reported procedure: To a solution of methyl 3-[(methylamino)carbonyl]-5-nitrobenzoate (Intermediate 29) (1.33 g, 5.59 mmol), in ethanol (30 mL) were added ammonium formiate (3.52 g, leg.) and Pd/C (catalytic quantity). The reaction was stirred at 40° C. for one night. After filtration on celite, the solvent was evaporated in vacuo. The residue was dissolved in DCM, washed with water, dried over sodium sulfate and concentrated to give the title compound as a white solid (0.56 g, 48.3%). LC/MS: m/z 209 (M+H)+, Rt: 1....